From a dataset of the Open Reaction Database (ORD), a public repository of structured organic reaction records. describe an organic reaction: reactants, conditions, products, and yield The yield is 72.2%. Reaction SMILES: [Cl:1][C:2]1[CH:3]=[C:4]([CH:12]=[CH:13][N:14]=1)[CH2:5][C:6](=O)[CH2:7][C:8](=O)C.Cl.[CH3:16][C:17]1[CH:18]=[C:19]([NH:23][NH2:24])[CH:20]=[CH:21][CH:22]=1.[OH-].N>C(O)C>[Cl:1][C:2]1[CH:3]=[C:4]([C:5]2[N:23]([C:19]3[CH:20]=[CH:21][CH:22]=[C:17]([CH3:16])[CH:18]=3)[N:24]=[C:7]([CH3:8])[CH:6]=2)[CH:12]=[CH:13][N:14]=1 |f:1.2,3.4|. Reported procedure: To a mixture of 1-(2-chloroisonicotinyl)-1,3-butanedione (1.35 g, 0.068 mol) and 3-methylphenylhydrazine hydrochloride (1.30 g, 0.0082 mol) in ethanol (40 mL) was added ammonia hydroxide (0.96 mL, 0.0082 mol) dropwise. The reaction mixture was heated at reflux overnight. The solvent was removed and the residue was partitioned between ethyl acetate and water. The organic layer was washed with brine, dried over magnesium sulfate and filtered. The filtrate was concentrated and the crude was purifie... Reactants: ClC=1C=C(CC(CC(C)=O)=O)C=CN1 (1-(2-chloroisonicotinyl)-1,3-butanedione), Cl.CC=1C=C(C=CC1)NN (3-methylphenylhydrazine hydrochloride), [OH-].N (ammonia hydroxide). Run in C(C)O (ethanol). Product: ClC1=NC=CC(=C1)C1=CC(=NN1C1=CC(=CC=C1)C)C (2-Chloro-4-[1-(3-Methylphenyl)-3-methyl-1H-pyrazol-5-yl]pyridine). Starting materials: CO, N#Cc1ccc(CN2CCC(Cc3nc4ccc(Cl)cc4[nH]3)CC2=O)cc1, N. The product is N=C(N)c1ccc(CN2CCC(Cc3nc4ccc(Cl)cc4[nH]3)CC2=O)cc1. As a reaction SMILES: [CH3:29][OH:30].[Cl:1][c:2]1[cH:3][cH:4][c:5]2[c:6]([nH:7][c:8]([CH2:10][CH:11]3[CH2:12][C:13](=[O:26])[N:14]([CH2:17][c:18]4[cH:19][cH:20][c:21]([C:22]#[N:23])[cH:24][cH:25]4)[CH2:15][CH2:16]3)[n:9]2)[cH:27]1.[NH3:28]>>[Cl:1][c:2]1[cH:3][cH:4][c:5]2[c:6]([nH:7][c:8]([CH2:10][CH:11]3[CH2:12][C:13](=[O:26])[N:14]([CH2:17][c:18]4[cH:19][cH:20][c:21]([C:22](=[NH:23])[NH2:28])[cH:24][cH:25]4)[CH2:15][CH2:16]3)[n:9]2)[cH:27]1. Reactants: Brc1ccccc1C1CO1, COc1ccc(CCNCc2ccccc2)c(Cl)c1OC, CO. The product is COc1ccc(CCN(Cc2ccccc2)CC(O)c2ccccc2Br)c(Cl)c1OC. RXN SMILES: [Br:22][c:23]1[c:24]([CH:25]2[CH2:26][O:27]2)[cH:28][cH:29][cH:30][cH:31]1.[CH2:1]([c:2]1[cH:3][cH:4][cH:5][cH:6][cH:7]1)[NH:8][CH2:9][CH2:10][c:11]1[c:12]([Cl:21])[c:13]([O:19][CH3:20])[c:14]([O:17][CH3:18])[cH:15][cH:16]1.[CH3:32][OH:33]>>[CH2:1]([c:2]1[cH:3][cH:4][cH:5][cH:6][cH:7]1)[N:8]([CH2:9][CH2:10][c:11]1[c:12]([Cl:21])[c:13]([O:19][CH3:20])[c:14]([O:17][CH3:18])[cH:15][cH:16]1)[CH2:26][CH:25]([c:24]1[c:23]([Br:22])[cH:31][cH:30][cH:29][cH:28]1)[OH:27]. As a reaction SMILES: [C:1]([CH3:2])(=[O:3])[O:4][CH:5]1[CH:6]([CH2:10][CH2:11][CH2:12][NH:13][C:14](=[N:15][C:16](=[O:17])[O:18][CH2:19][c:20]2[cH:21][cH:22][cH:23][cH:24][cH:25]2)[NH:26][C:27](=[O:28])[O:29][CH2:30][c:31]2[cH:32][cH:33][cH:34][cH:35][cH:36]2)[C:7](=[O:9])[NH:8]1.[CH2:51]1[O:52][CH2:53][CH2:54][CH2:55]1.[CH3:37][Si:38]([N-:39][Si:40]([CH3:41])([CH3:42])[CH3:43])([CH3:44])[CH3:45].[CH3:47][C:48]([Cl:49])=[O:50].[Na+:46]>>[C:1]([CH3:2])(=[O:3])[O:4][CH:5]1[CH:6]([CH2:10][CH2:11][CH2:12][NH:13][C:14](=[N:15][C:16](=[O:17])[O:18][CH2:19][c:20]2[cH:21][cH:22][cH:23][cH:24][cH:25]2)[NH:26][C:27](=[O:28])[O:29][CH2:30][c:31]2[cH:32][cH:33][cH:34][cH:35][cH:36]2)[C:7](=[O:9])[N:8]1[C:48]([CH3:47])=[O:50]. The product is CC(=O)OC1C(CCCNC(=NC(=O)OCc2ccccc2)NC(=O)OCc2ccccc2)C(=O)N1C(C)=O. Reactants: CC(=O)OC1NC(=O)C1CCCNC(=NC(=O)OCc1ccccc1)NC(=O)OCc1ccccc1, C1CCOC1, C[Si](C)(C)[N-][Si](C)(C)C, CC(=O)Cl, [Na+].